This data is from the Open Reaction Database (ORD), a public repository of structured organic reaction records. The task is: describe an organic reaction: reactants, conditions, products, and yield Reactants: Heterocyclic, C(C)C(C=O)C(C)=O (2-ethyl-3-oxobutanal), [Na] (sodium), C(#N)CC(=O)N (cyanoacetamide), C(C)(=O)[O-].[NH2+]1CCCCC1 (piperidinium acetate). The solvent is C(C)(=O)O (acetic acid), O (water). Product: C(#N)C=1C(NC(=C(C1)CC)C)=O (3-cyano-5-ethyl-6-methyl-2-(1H)-pyridinone). Reaction SMILES: [CH2:1]([CH:3]([C:6](=O)[CH3:7])[CH:4]=O)[CH3:2].[Na].[C:10]([CH2:12][C:13]([NH2:15])=[O:14])#[N:11].C([O-])(=O)C.[NH2+]1CCCCC1>O.C(O)(=O)C>[C:10]([C:12]1[C:13](=[O:14])[NH:15][C:1]([CH3:2])=[C:3]([CH2:6][CH3:7])[CH:4]=1)#[N:11] |f:3.4,^1:8|. Procedure: According to the method described in J.Heterocyclic Chem., 24, 351 (1987), a mixture of 2-ethyl-3-oxobutanal, sodium salt (37.5 g, 0.275 mmol), cyanoacetamide (25.2 g, 0.30 mol), aqueous piperidinium acetate (22 mL) [prepared from glacial acetic acid (4.2 mL), water (10 mL) and piperidine (7.2 mL)] in water (775 ml) was refluxed for four hours. Glacial acetic acid (30 ml) was added cautiously (much foaming) as the product precipitated. Upon cooling to room temperature, the product was collected ... Yield: 91.0%. Reagents/catalysts: CN(C1=CC=NC=C1)C (4-dimethylaminopyridine). Conditions: time 2 hour. Reported procedure: A solution of 4.11 g (17.1 mMol) of (1S,4aS,5S,8aR)-5-tert-Butoxy-4a-methyl-decahydro-naphtalen-1-ol and 313.6 mg (2.6 mMol) of 4-dimethylaminopyridine in 26 ml of pyridine is treated with 13 ml of acetic anhydride under stirring and argon atmosphere for two hours. The reaction mixture is poured on ice-water and extracted three times with diethylether. The combined organic layer is washed twice with water, dried over sodium sulfate and evaporated in vacuo to yield 1.26 g of crude product which i... Run in N1=CC=CC=C1 (pyridine). RXN SMILES: [C:1]([O:5][C@H:6]1[CH2:15][CH2:14][CH2:13][C@@H:12]2[C@:7]1([CH3:17])[CH2:8][CH2:9][CH2:10][C@@H:11]2[OH:16])([CH3:4])([CH3:3])[CH3:2].[C:18](OC(=O)C)(=[O:20])[CH3:19]>CN(C)C1C=CN=CC=1.N1C=CC=CC=1>[C:1]([O:5][C@H:6]1[CH2:15][CH2:14][CH2:13][C@@H:12]2[C@:7]1([CH3:17])[CH2:8][CH2:9][CH2:10][C@@H:11]2[O:16][C:18](=[O:20])[CH3:19])([CH3:4])([CH3:2])[CH3:3]. Starting materials: C(C)(C)(C)O[C@@H]1[C@]2(CCC[C@@H]([C@@H]2CCC1)O)C ((1S,4aS,5S,8aR)-5-tert-Butoxy-4a-methyl-decahydro-naphtalen-1-ol), C(C)(=O)OC(C)=O (acetic anhydride). Product: C(C)(C)(C)O[C@@H]1[C@]2(CCC[C@@H]([C@@H]2CCC1)OC(C)=O)C (Acetic acid (1S,4aS,5S,8aR)-5-tert-butoxy-4a-methyl-decahydronaphtalen -1-yl ester). The product is CC(NCc1nc2ccccc2n(C)c1=O)c1cccc(C(F)(F)F)c1. As a reaction SMILES: [C:15]([BH3-:16])#[N:17].[CH3:1][n:2]1[c:3](=[O:14])[c:4]([CH:12]=[O:13])[n:5][c:6]2[cH:7][cH:8][cH:9][cH:10][c:11]12.[Cl:37][CH2:38][Cl:39].[F:19][C:20]([c:21]1[cH:22][c:23]([CH:27]([CH3:28])[NH2:29])[cH:24][cH:25][cH:26]1)([F:30])[F:31].[Na+:18].[Na+:36].[O-:32][C:33]([OH:34])=[O:35]>>[CH3:1][n:2]1[c:3](=[O:14])[c:4]([CH2:12][NH:29][CH:27]([c:23]2[cH:22][c:21]([C:20]([F:19])([F:30])[F:31])[cH:26][cH:25][cH:24]2)[CH3:28])[n:5][c:6]2[cH:7][cH:8][cH:9][cH:10][c:11]12. Starting materials: [BH3-]C#N, Cn1c(=O)c(C=O)nc2ccccc21, ClCCl, CC(N)c1cccc(C(F)(F)F)c1, [Na+], [Na+], O=C([O-])O. Starting materials: CS(=O)(=O)C1=CC=C(C=C1)C1=CC=C(C=N1)OCC1CCN(CC1)C#N (4-[({6-[4-(methylsulfonyl)phenyl]-3-pyridinyl}oxy)methyl]-1-piperidinecarbonitrile), [Cl-].[NH4+] (ammonium chloride), [N-]=[N+]=[N-].[Na+] (sodium azide). The solvent is CN(C)C=O (DMF). Conditions: temperature 100 celsius. Yields the product CS(=O)(=O)C1=CC=C(C=C1)C1=NC=C(C=C1)OCC1CCN(CC1)C1=NN=NN1 (2-[4-(Methylsulfonyl)phenyl]-5-({[1-(1H-tetrazol-5-yl)-4-piperidinyl]methyl}oxy)pyridine), solid. Yield: 60.0%. As a reaction SMILES: [CH3:1][S:2]([C:5]1[CH:10]=[CH:9][C:8]([C:11]2[N:16]=[CH:15][C:14]([O:17][CH2:18][CH:19]3[CH2:24][CH2:23][N:22]([C:25]#[N:26])[CH2:21][CH2:20]3)=[CH:13][CH:12]=2)=[CH:7][CH:6]=1)(=[O:4])=[O:3].[Cl-].[NH4+].[N-:29]=[N+:30]=[N-:31].[Na+]>CN(C=O)C>[CH3:1][S:2]([C:5]1[CH:10]=[CH:9][C:8]([C:11]2[CH:12]=[CH:13][C:14]([O:17][CH2:18][CH:19]3[CH2:24][CH2:23][N:22]([C:25]4[NH:31][N:30]=[N:29][N:26]=4)[CH2:21][CH2:20]3)=[CH:15][N:16]=2)=[CH:7][CH:6]=1)(=[O:3])=[O:4] |f:1.2,3.4|. Procedure: A solution of (4-[({6-[4-(methylsulfonyl)phenyl]-3-pyridinyl}oxy)methyl]-1-piperidinecarbonitrile (241 mg, 0.65 mmol) in DMF (3 mL) was treated with ammonium chloride (52 mg, 0.97 mmol) and sodium azide (63 mg, 0.97 mmol) at room temperature. The mixture was heated at 100° C. for 19 h. After cooling down, the solid was removed by filtration and washed with DMF. The filtrate was concentrated and a small amount of MeOH and CH2Cl2 was added to the residue. After sonication, the resulting precipitat...